From a dataset of the Open Reaction Database (ORD), a public repository of structured organic reaction records. describe an organic reaction: reactants, conditions, products, and yield Reactants: C(CCCCCCCCC)O (n-decylalcohol), C(CCCCCCC(C)C)O (iso-decylalcohol). The product is C(CCCCCC(C)C)O (iso-nonylalcohol). RXN SMILES: [CH2:1]([OH:11])[CH2:2][CH2:3][CH2:4][CH2:5][CH2:6][CH2:7][CH2:8]CC.[CH2:12](O)CCCCCCC(C)C>>[CH2:1]([OH:11])[CH2:2][CH2:3][CH2:4][CH2:5][CH2:6][CH:7]([CH3:8])[CH3:12]. Procedure details: n-decylalcohol, iso-decylalcohol The reactants are [H-].[Al+3].[Li+].[H-].[H-].[H-] (lithium aluminum hydride), CC=1C=CC2=C(OC(CO2)CC(=O)O)C1 (2-(7-methyl-1,4-benzodioxan-2-yl)-acetic acid), O (water), [OH-].[Na+] (sodium hydroxide), O (water). Run in O1CCCC1 (tetrahydrofuran), O1CCCC1 (tetrahydrofuran). The product is OCCC1COC2=C(O1)C=C(C=C2)C (2-(2-hydroxyethyl)-7-methyl-1,4-benzodioxan). Reaction SMILES: [CH3:1][C:2]1[CH:3]=[CH:4][C:5]2[O:10][CH2:9][CH:8]([CH2:11][C:12](O)=[O:13])[O:7][C:6]=2[CH:15]=1.[H-].[Al+3].[Li+].[H-].[H-].[H-].O.[OH-].[Na+]>O1CCCC1>[OH:13][CH2:12][CH2:11][CH:8]1[O:7][C:6]2[CH:15]=[C:2]([CH3:1])[CH:3]=[CH:4][C:5]=2[O:10][CH2:9]1 |f:1.2.3.4.5.6,8.9|. Procedure details: The preparation of various new starting materials is illustrated as follows: The solution of 48.6 g of 2-(7-methyl-1,4-benzodioxan-2-yl)-acetic acid in the minimum amount of tetrahydrofuran is added dropwise at reflux rate to the stirred suspension of 13.4 g of lithium aluminum hydride in 200 ml dry tetrahydrofuran. The mixture is refluxed overnight, cooled, and decomposed by the addition of 13.4 ml of water, 13.4 ml 15% aqueous sodium hydroxide and 40 ml of water. It is filtered, evaporated, th... The reactants are C1CCNC1, O=C(Cl)c1ccc(Cc2ccc([N+](=O)[O-])cc2)cc1, ClCCl, c1ccncc1. Yields the product O=C(c1ccc(Cc2ccc([N+](=O)[O-])cc2)cc1)N1CCCC1. As a reaction SMILES: [CH2:20]1[CH2:21][CH2:22][NH:23][CH2:24]1.[Cl:1][C:2](=[O:3])[c:4]1[cH:5][cH:6][c:7]([CH2:8][c:9]2[cH:10][cH:11][c:12]([N+:15](=[O:16])[O-:17])[cH:13][cH:14]2)[cH:18][cH:19]1.[Cl:25][CH2:26][Cl:27].[cH:28]1[cH:29][cH:30][n:31][cH:32][cH:33]1>>[C:2](=[O:3])([c:4]1[cH:5][cH:6][c:7]([CH2:8][c:9]2[cH:10][cH:11][c:12]([N+:15](=[O:16])[O-:17])[cH:13][cH:14]2)[cH:18][cH:19]1)[N:23]1[CH2:22][CH2:21][CH2:20][CH2:24]1. Isolated yield 75.4%. Procedure details: N,N-Diethyl-3-hydroxy-4-amino-1-naphthalenesulfonamide (2.94 g) was dissolved in 10 ml of ethanol and 10 g of ice was added. The reaction mixture was cooled in an ice bath to keep the temperature below 5° C. Hydrochloric acid (3 ml, 37% ) was added, followed by dropwise addition of a solution of 0.83 g sodium nitrite in 2 ml water and stirring was continued for 30 minutes. In a separate flask, to a solution of 1.26 g 2,4-dihydro- 2-ethyl-5-methyl-3H-pyrazol-3-one in 10 ml ethanol was added 11 ml... Solvent: C(C)O (ethanol), O (water), C(C)O (ethanol). Conditions: time 30 minute. RXN SMILES: [CH2:1]([N:3]([CH2:19][CH3:20])[S:4]([C:7]1[C:16]2[C:11](=[CH:12][CH:13]=[CH:14][CH:15]=2)[C:10]([NH2:17])=[C:9]([OH:18])[CH:8]=1)(=[O:6])=[O:5])[CH3:2].Cl.[N:22]([O-])=O.[Na+].[CH2:26]([N:28]1[C:32](=[O:33])[CH2:31][C:30]([CH3:34])=[N:29]1)[CH3:27].C([O-])(=O)C.[Na+].[OH-].[Na+]>C(O)C.O>[CH2:19]([N:3]([CH2:1][CH3:2])[S:4]([C:7]1[C:16]2[C:11](=[CH:12][CH:13]=[CH:14][CH:15]=2)[C:10]([N:17]=[N:22][C:31]2[C:30]([CH3:34])=[N:29][N:28]([CH2:26][CH3:27])[C:32]=2[OH:33])=[C:9]([OH:18])[CH:8]=1)(=[O:6])=[O:5])[CH3:20] |f:2.3,5.6,7.8|. Yields the product C(C)N(S(=O)(=O)C1=CC(=C(C2=CC=CC=C12)N=NC=1C(=NN(C1O)CC)C)O)CC (N,N-diethyl-3-hydroxy-4-(5-hydroxy-3-methyl-1-ethyl-1H-pyrazol-4-yl)azo-1-naphthalenesulfonamide). The reactants are C(C)N1N=C(CC1=O)C (2,4-dihydro- 2-ethyl-5-methyl-3H-pyrazol-3-one), C(C)(=O)[O-].[Na+] (sodium acetate), [OH-].[Na+] (sodium hydroxide), diazonium salt, 2-dihydro-2-ethyl-5-methyl-3H-pyrazol-3-one, N(=O)[O-].[Na+] (sodium nitrite), C(C)N(S(=O)(=O)C1=CC(=C(C2=CC=CC=C12)N)O)CC (N,N-Diethyl-3-hydroxy-4-amino-1-naphthalenesulfonamide), Cl (Hydrochloric acid), ice. Starting materials: NC=1C=C(C=CC1)C1=NN(C2=CC=C(C=C12)C#N)C1OCCCC1 (3-(3-aminophenyl)-1-perhydro-2H-pyran-2-yl-1H-indazole-5-carbonitrile), CO (methanol), N1=CC(=CC=C1)C(=O)Cl (pyridine-3-carbonyl chloride). Solvent: ClCCl (dichloromethane), O1CCCC1 (tetrahydrofuran), CN(C=O)C (dimethyl formamide). Product: C(#N)C1CCC(OC1)N1N=C(C2=CC=CC=C12)C=1C=C(C=CC1)NC(CC(C)C)=O (N-[3-(5-Cyano-1-perhydro-2H-pyran-2-yl(1H-indazol-3-yl))phenyl]-3-methylbutanamide). Yield: 47.0%. RXN SMILES: [NH2:1][C:2]1[CH:3]=[C:4]([C:8]2[C:16]3[C:11](=[CH:12][CH:13]=[C:14](C#N)[CH:15]=3)[N:10](C3CCCCO3)[N:9]=2)[CH:5]=[CH:6][CH:7]=1.[N:25]1[CH:30]=[CH:29][CH:28]=[C:27]([C:31](Cl)=[O:32])[CH:26]=1.[CH3:34][OH:35]>O1CCCC1.CN(C)C=O.ClCCl>[C:26]([CH:27]1[CH2:31][O:32][CH:30]([N:10]2[C:11]3[C:16](=[CH:15][CH:14]=[CH:13][CH:12]=3)[C:8]([C:4]3[CH:3]=[C:2]([NH:1][C:34](=[O:35])[CH2:3][CH:4]([CH3:8])[CH3:5])[CH:7]=[CH:6][CH:5]=3)=[N:9]2)[CH2:29][CH2:28]1)#[N:25]. Procedure: The title compound was prepared according to the procedure described in Example 330 A, using 3-(3-aminophenyl)-1-perhydro-2H-pyran-2-yl-1H-indazole-5-carbonitrile (1.0 g, 3.0 mmol), and pyridine-3-carbonyl chloride (1.07 g, 6.0 mmol) in 30 mL of tetrahydrofuran and 1 mL of dimethyl formamide. The product was isolated as an off-white solid after column chromatography (2.5–5% methanol in dichloromethane) (0.600 g, 47% yield):); ES-MS (m/z) 424 [M+H]+.